Dataset: the Open Reaction Database (ORD), a public repository of structured organic reaction records. Task: describe an organic reaction: reactants, conditions, products, and yield The reactants are C(C)(C)NC1=NC=NC2=C(C=CC=C12)N (N4-isopropylquinazoline-4,8-diamine), CCN(C(C)C)C(C)C (DIPEA), ClC1=CC=C(C(=C1C(=O)O)F)CNC(C(C)(C)C)=O (6-chloro-2-fluoro-3-(pivalamidomethyl)benzoic acid), C(C(=O)Cl)(=O)Cl (oxalyl chloride). The reagents and catalysts are CN(C)C=O (DMF). Solvent: C(Cl)Cl (CH2Cl2). Yields the product ClC1=CC=C(C(=C1C(=O)NC=1C=CC=C2C(=NC=NC12)NC(C)C)F)CNC(C(C)(C)C)=O (6-Chloro-2-fluoro-N-(4-(isopropylamino)quinazolin-8-yl)-3-(pivalamidomethyl)benzamide). Yield: 12.3%. RXN SMILES: [CH:1]([NH:4][C:5]1[C:14]2[C:9](=[C:10]([NH2:15])[CH:11]=[CH:12][CH:13]=2)[N:8]=[CH:7][N:6]=1)([CH3:3])[CH3:2].[Cl:16][C:17]1[C:22]([C:23](O)=[O:24])=[C:21]([F:26])[C:20]([CH2:27][NH:28][C:29](=[O:34])[C:30]([CH3:33])([CH3:32])[CH3:31])=[CH:19][CH:18]=1.C(Cl)(=O)C(Cl)=O.CCN(C(C)C)C(C)C>CN(C=O)C.C(Cl)Cl>[Cl:16][C:17]1[C:22]([C:23]([NH:15][C:10]2[CH:11]=[CH:12][CH:13]=[C:14]3[C:9]=2[N:8]=[CH:7][N:6]=[C:5]3[NH:4][CH:1]([CH3:3])[CH3:2])=[O:24])=[C:21]([F:26])[C:20]([CH2:27][NH:28][C:29](=[O:34])[C:30]([CH3:32])([CH3:31])[CH3:33])=[CH:19][CH:18]=1. Reported procedure: The title compound was prepared following the procedure described in Example-1 using N4-isopropylquinazoline-4,8-diamine (Intermediate-57, 140 mg, 0.69 mmol), 6-chloro-2-fluoro-3-(pivalamidomethyl)benzoic acid (Intermediate-2, 223 mg, 0.78 mmol), oxalyl chloride (147 mg, 1.17 mmol), DMF (1 drop) and DIPEA (267 mg, 2.07 mmol) in CH2Cl2 (5 mL) to afford 40 mg of the title product. 1H NMR (400 MHz, DMSO-d6): δ 10.38 (s, 1H), 8.69 (d, J=7.0 Hz, 1H), 8.48 (s, 1H), 8.16-8.14 (t, J=5.8 Hz, 1H), 8.10-8.... Starting materials: BrC(CCC1CCC(N1)=O)(C)O[Si](C)(C)C(C)(C)C (5-[3-bromo-3-(tert-butyl-dimethyl-silanyloxy)-butyl]-pyrrolidin-2-one), C1(=CC=CC=C1)B(O)O (phenylboronic acid), C(=O)([O-])[O-].[Na+].[Na+] (Na2CO3). Reagents/catalysts: C(C)(=O)[O-].[Pd+2].C(C)(=O)[O-] (Palladium acetate), C1(=C(C=CC=C1)P(C1=C(C=CC=C1)C)C1=C(C=CC=C1)C)C (tri-o-tolylphosphine). The solvent is O (water), COCCOC (DME). The product is C1(=CC(=CC=C1)CC(CCC1CCC(N1)=O)O[Si](C)(C)C(C)(C)C)C1=CC=CC=C1 (5-[4-biphenyl-3-yl-3-(tert-butyl-dimethyl-silanyloxy)-butyl]-pyrrolidin-2-one). Isolated yield 175.4%. As a reaction SMILES: Br[C:2]([O:12][Si:13]([C:16]([CH3:19])([CH3:18])[CH3:17])([CH3:15])[CH3:14])([CH3:11])[CH2:3][CH2:4][CH:5]1[NH:9][C:8](=[O:10])[CH2:7][CH2:6]1.[C:20]1(B(O)O)[CH:25]=[CH:24][CH:23]=[CH:22][CH:21]=1.C([O-])([O-])=O.[Na+].[Na+]>COCCOC.O.C([O-])(=O)C.[Pd+2].C([O-])(=O)C.C1(C)C=CC=CC=1P(C1C=CC=CC=1C)C1C=CC=CC=1C>[C:20]1([C:20]2[CH:25]=[CH:24][CH:23]=[CH:22][CH:21]=2)[CH:25]=[CH:24][CH:23]=[C:22]([CH2:11][CH:2]([O:12][Si:13]([C:16]([CH3:19])([CH3:18])[CH3:17])([CH3:15])[CH3:14])[CH2:3][CH2:4][CH:5]2[NH:9][C:8](=[O:10])[CH2:7][CH2:6]2)[CH:21]=1 |f:2.3.4,7.8.9|. Procedure details: To a solution of 5-[3-bromo-3-(tert-butyl-dimethyl-silanyloxy)-butyl]-pyrrolidin-2-one (750 mg, 1.76 mmol) in DME (15 mL) was added phenylboronic acid (236 mg, 1.93 mmol). Palladium acetate (26.8 mg, 0.120 mmol) and tri-o-tolylphosphine (39.5 mg, 0.130 mmol) were added, followed by a solution of Na2CO3 (373 mg, 3.52 mmol) in water (1.8 mL). The reaction mixture was heated under reflux for 24 h. The reaction mixture was cooled and the volatiles were removed in vacuo. The residue was diluted with ...